Task: describe an organic reaction: reactants, conditions, products, and yield. Dataset: the Open Reaction Database (ORD), a public repository of structured organic reaction records The reactants are CC1=NC2=C(N1C1CC3CCC(C1)N3CCC3(CCN(CC3)C(=O)C3=C(C(=O)O)C=CC=C3)C3=CC=CC=C3)C=CC=C2 (2-[(4-{2-[3-(2-methyl-1H-benzimidazol-1-yl)-8-azabicyclo-[3.2.1]oct-8-yl]ethyl}-4-phenylpiperidin-1-yl)carbonyl]benzoic acid), C[Si](C)(C)C=[N+]=[N-] ((trimethylsilyl)diazomethane). Solvent: CO (methanol). Reaction conditions: time 30 minute. Product: CC1=NC2=C(N1C1CC3CCC(C1)N3CCC3(CCN(CC3)C(=O)C3=C(C(=O)OC)C=CC=C3)C3=CC=CC=C3)C=CC=C2 (methyl 2-[(4-{2-[3-(2-methyl-1H-benzimidazol-1-yl)-8-azabicyclo[3.2.1]oct-8-yl]ethyl}-4-phenylpiperidin-1-yl)carbonyl]benzoate). RXN SMILES: [CH3:1][C:2]1[N:6]([CH:7]2[CH2:13][CH:12]3[N:14]([CH2:15][CH2:16][C:17]4([C:34]5[CH:39]=[CH:38][CH:37]=[CH:36][CH:35]=5)[CH2:22][CH2:21][N:20]([C:23]([C:25]5[CH:33]=[CH:32][CH:31]=[CH:30][C:26]=5[C:27]([OH:29])=[O:28])=[O:24])[CH2:19][CH2:18]4)[CH:9]([CH2:10][CH2:11]3)[CH2:8]2)[C:5]2[CH:40]=[CH:41][CH:42]=[CH:43][C:4]=2[N:3]=1.[CH3:44][Si](C=[N+]=[N-])(C)C>CO>[CH3:1][C:2]1[N:6]([CH:7]2[CH2:13][CH:12]3[N:14]([CH2:15][CH2:16][C:17]4([C:34]5[CH:35]=[CH:36][CH:37]=[CH:38][CH:39]=5)[CH2:22][CH2:21][N:20]([C:23]([C:25]5[CH:33]=[CH:32][CH:31]=[CH:30][C:26]=5[C:27]([O:29][CH3:44])=[O:28])=[O:24])[CH2:19][CH2:18]4)[CH:9]([CH2:10][CH2:11]3)[CH2:8]2)[C:5]2[CH:40]=[CH:41][CH:42]=[CH:43][C:4]=2[N:3]=1. Procedure details: To a stirred solution of 2-[(4-{2-[3-(2-methyl-1H-benzimidazol-1-yl)-8-azabicyclo[3.2.1]oct-8-yl]ethyl}-4-phenylpiperidin-1-yl)carbonyl]benzoic acid 8 (40 mg, 0.07 mmol) in methanol (2 mL) was added (trimethylsilyl)diazomethane (0.35 mL, 2.0 M in hexanes). The resulting mixture was further stirred for 30 minutes. After evaporation of solvents, the residue was purified by flash chromatography on silical gel, eluting with a gradient of 0-10% methanol in ethyl acetate to afford methyl 2-[(4-{2-[3-(... The reactants are C1CCOC1, Cc1ccccc1, Cl, CC(C)(C)OC(=O)NC1CN(Cc2ccccc2)CC1N=[N+]=[N-], O, c1ccc(P(c2ccccc2)c2ccccc2)cc1. Yields the product CC(C)(C)OC(=O)NC1CN(Cc2ccccc2)CC1N. As a reaction SMILES: [CH2:52]1[O:53][CH2:54][CH2:55][CH2:56]1.[CH3:45][c:46]1[cH:47][cH:48][cH:49][cH:50][cH:51]1.[ClH:44].[N:1](=[N+:2]=[N-:3])[CH:4]1[CH:5]([NH:16][C:17]([O:18][C:19]([CH3:20])([CH3:21])[CH3:22])=[O:23])[CH2:6][N:7]([CH2:9][c:10]2[cH:11][cH:12][cH:13][cH:14][cH:15]2)[CH2:8]1.[OH2:43].[c:24]1([P:25]([c:26]2[cH:27][cH:28][cH:29][cH:30][cH:31]2)[c:32]2[cH:33][cH:34][cH:35][cH:36][cH:37]2)[cH:38][cH:39][cH:40][cH:41][cH:42]1>>[NH2:1][CH:4]1[CH:5]([NH:16][C:17]([O:18][C:19]([CH3:20])([CH3:21])[CH3:22])=[O:23])[CH2:6][N:7]([CH2:9][c:10]2[cH:11][cH:12][cH:13][cH:14][cH:15]2)[CH2:8]1. Reactants: Cl.Cl.Cl.N1CCC(CC1)N1CC(C1)(N1C=C(C=C1)C=1C2=C(N=CN1)N(C=C2)COCC[Si](C)(C)C)CC#N ({1-piperidin-4-yl-3-[3-(7-{[2-(trimethylsilyl)ethoxy]methyl}-7H-pyrrolo[2,3-d]pyrimidin-4-yl)-1H-pyrrol-1-yl]azetidin-3-yl}acetonitrile trihydrochloride), FC(C=1N=C(SC1)C(=O)O)(F)F (4-trifluoromethylthiazol-2-ylcarboxylic acid). The product is N1=CN=C(C2=C1NC=C2)C2=CN(C=C2)C2(CN(C2)C2CCN(CC2)C(=O)C=2SC=C(N2)C(F)(F)F)CC#N ([3-[3-(7H-Pyrrolo[2,3-d]pyrimidin-4-yl)-1H-pyrrol-1-yl]-1-(1-{[4-(trifluoromethyl)-1,3-thiazol-2-yl]carbonyl}piperidin-4-yl)azetidin-3-yl]acetonitrile). Reaction SMILES: Cl.Cl.Cl.[NH:4]1[CH2:9][CH2:8][CH:7]([N:10]2[CH2:13][C:12]([CH2:36][C:37]#[N:38])([N:14]3[CH:18]=[CH:17][C:16]([C:19]4[C:20]5[CH:27]=[CH:26][N:25](COCC[Si](C)(C)C)[C:21]=5[N:22]=[CH:23][N:24]=4)=[CH:15]3)[CH2:11]2)[CH2:6][CH2:5]1.[F:39][C:40]([F:50])([F:49])[C:41]1[N:42]=[C:43]([C:46](O)=[O:47])[S:44][CH:45]=1>>[N:22]1[C:21]2[NH:25][CH:26]=[CH:27][C:20]=2[C:19]([C:16]2[CH:17]=[CH:18][N:14]([C:12]3([CH2:36][C:37]#[N:38])[CH2:11][N:10]([CH:7]4[CH2:8][CH2:9][N:4]([C:46]([C:43]5[S:44][CH:45]=[C:41]([C:40]([F:49])([F:39])[F:50])[N:42]=5)=[O:47])[CH2:5][CH2:6]4)[CH2:13]3)[CH:15]=2)=[N:24][CH:23]=1 |f:0.1.2.3|. Procedure details: Reaction of {1-piperidin-4-yl-3-[3-(7-{[2-(trimethylsilyl)ethoxy]methyl}-7H-pyrrolo[2,3-d]pyrimidin-4-yl)-1H-pyrrol-1-yl]azetidin-3-yl}acetonitrile trihydrochloride with 4-trifluoromethylthiazol-2-ylcarboxylic acid following the procedure described for Example 261, followed by purification with HPLC (method B) provided the title compound. LC-MS: 541.2 (M+H)+. 1H NMR (300 MHz, DMSO-d6): δ 11.92 (brs, 1H), 8.75 (s, 1H), 8.57 (s, 1H), 7.78 (s, 1H), 7.43 (d, 2H), 7.02 (s, 1H), 6.90 (s, 1H), 4.45 (m,... Reactants: COc1c2c(c(OC)c(OC)c1OC)CC(CCCCCCCCN1C(=O)c3ccccc3C1=O)C2, CCO, NN, O. The product is COc1c2c(c(OC)c(OC)c1OC)CC(CCCCCCCCN)C2. RXN SMILES: [CH3:1][O:2][c:3]1[c:4]2[c:8]([c:9]([O:16][CH3:17])[c:10]([O:14][CH3:15])[c:11]1[O:12][CH3:13])[CH2:7][CH:6]([CH2:18][CH2:19][CH2:20][CH2:21][CH2:22][CH2:23][CH2:24][CH2:25][N:26]1[C:27](=[O:28])[c:29]3[cH:30][cH:31][cH:32][cH:33][c:34]3[C:35]1=[O:36])[CH2:5]2.[CH3:40][CH2:41][OH:42].[NH2:38][NH2:39].[OH2:37]>>[CH3:1][O:2][c:3]1[c:4]2[c:8]([c:9]([O:16][CH3:17])[c:10]([O:14][CH3:15])[c:11]1[O:12][CH3:13])[CH2:7][CH:6]([CH2:18][CH2:19][CH2:20][CH2:21][CH2:22][CH2:23][CH2:24][CH2:25][NH2:26])[CH2:5]2. Reactants: C(C)(=O)N(C(C)=O)C=1N=NC(=CC1)OCC=1C(=NOC1C)C1=CC=CC=C1 (N-acetyl-N-[6-(5-methyl-3-phenyl-isoxazol-4-ylmethoxy)-pyridazin-3-yl]-acetamide), C([O-])(O)=O.[Na+] (sodium bicarbonate). The solvent is CO (methanol). Conditions: time 16 hour. Product: CC1=C(C(=NO1)C1=CC=CC=C1)COC1=CC=C(N=N1)NC(C)=O (N-[6-(5-Methyl-3-phenyl-isoxazol-4-ylmethoxy)-pyridazin-3-yl]-acetamide). Yield: 64.9%. RXN SMILES: [C:1]([N:4]([C:8]1[N:9]=[N:10][C:11]([O:14][CH2:15][C:16]2[C:17]([C:22]3[CH:27]=[CH:26][CH:25]=[CH:24][CH:23]=3)=[N:18][O:19][C:20]=2[CH3:21])=[CH:12][CH:13]=1)C(=O)C)(=[O:3])[CH3:2].C(=O)(O)[O-].[Na+]>CO>[CH3:21][C:20]1[O:19][N:18]=[C:17]([C:22]2[CH:23]=[CH:24][CH:25]=[CH:26][CH:27]=2)[C:16]=1[CH2:15][O:14][C:11]1[N:10]=[N:9][C:8]([NH:4][C:1](=[O:3])[CH3:2])=[CH:13][CH:12]=1 |f:1.2|. Procedure: A solution of N-acetyl-N-[6-(5-methyl-3-phenyl-isoxazol-4-ylmethoxy)-pyridazin-3-yl]-acetamide (70 mg, 0.19 mmol) in methanol (2 mL) was treated with sodium bicarbonate (1 spatula) and stirred at room temperature for 16 h. The solvent was evaporated and the residue was extracted (dichloromethane/water). The organic phase was dried over sodium sulfate and concentrated. Crystallization of the residue from diisopropylether afforded the title compound as a light brown solid (40 mg, 65%). MS: m/e=325... Starting materials: CCO, COc1cc(Nc2cc(-n3nc(C)c4c3CC(C)(C)CC4=O)ccc2C#N)cc(OC)c1OC, CS(C)=O, [Na+], [OH-], O, OO. The product is COc1cc(Nc2cc(-n3nc(C)c4c3CC(C)(C)CC4=O)ccc2C(N)=O)cc(OC)c1OC. Reaction SMILES: [CH2:39]([OH:40])[CH3:41].[CH3:1][C:2]1([CH3:34])[CH2:3][C:4](=[O:33])[c:5]2[c:6]([CH3:32])[n:7][n:8](-[c:11]3[cH:12][c:13]([NH:19][c:20]4[cH:21][c:22]([O:30][CH3:31])[c:23]([O:28][CH3:29])[c:24]([O:26][CH3:27])[cH:25]4)[c:14]([C:15]#[N:16])[cH:17][cH:18]3)[c:9]2[CH2:10]1.[CH3:35][S:36](=[O:37])[CH3:38].[Na+:43].[OH-:42].[OH2:46].[OH:44][OH:45]>>[CH3:1][C:2]1([CH3:34])[CH2:3][C:4](=[O:33])[c:5]2[c:6]([CH3:32])[n:7][n:8](-[c:11]3[cH:12][c:13]([NH:19][c:20]4[cH:21][c:22]([O:30][CH3:31])[c:23]([O:28][CH3:29])[c:24]([O:26][CH3:27])[cH:25]4)[c:14]([C:15]([NH2:16])=[O:37])[cH:17][cH:18]3)[c:9]2[CH2:10]1. Reactants: C(C)(=O)O (acetic acid), [OH-].[Na+] (sodium hydroxide), C(CCCCCC)NC(N(C)C=1C=C(C=CC1)C1=C(C=C(C=C1)CCC(=O)OC)OC)=O (methyl 3-[3′-(3-heptyl-1-methylureido)-2-methoxybiphenyl-4-yl]propanoate), O (water). Run in O1CCCC1.CO (tetrahydrofuran methanol). Run at time 3 hour. The product is C(CCCCCC)NC(N(C)C=1C=C(C=CC1)C1=C(C=C(C=C1)CCC(=O)O)OC)=O (3-[3′-(3-heptyl-1-methylureido)-2-methoxybiphenyl-4-yl]propanoic acid). Isolated yield 42.0%. RXN SMILES: [OH-].[Na+].[CH2:3]([NH:10][C:11](=[O:34])[N:12]([C:14]1[CH:15]=[C:16]([C:20]2[CH:25]=[CH:24][C:23]([CH2:26][CH2:27][C:28]([O:30]C)=[O:29])=[CH:22][C:21]=2[O:32][CH3:33])[CH:17]=[CH:18][CH:19]=1)[CH3:13])[CH2:4][CH2:5][CH2:6][CH2:7][CH2:8][CH3:9].O.C(O)(=O)C>O1CCCC1.CO>[CH2:3]([NH:10][C:11](=[O:34])[N:12]([C:14]1[CH:15]=[C:16]([C:20]2[CH:25]=[CH:24][C:23]([CH2:26][CH2:27][C:28]([OH:30])=[O:29])=[CH:22][C:21]=2[O:32][CH3:33])[CH:17]=[CH:18][CH:19]=1)[CH3:13])[CH2:4][CH2:5][CH2:6][CH2:7][CH2:8][CH3:9] |f:0.1,5.6|. Procedure details: 200 mg (5.0 mmol, 4.2 eq) of sodium hydroxide are added to a solution of 525 mg (1.19 mmol, 1 eq) of methyl 3-[3′-(3-heptyl-1-methylureido)-2-methoxybiphenyl-4-yl]propanoate in 6 ml of a tetrahydrofuran/methanol mixture (8/2). The reaction mixture is stirred at room temperature for 3 hours. The reaction medium is hydrolyzed with water, acidified with acetic acid solution and extracted with ethyl acetate. The organic phases are combined, washed with sodium chloride solution and dried over sodium ... Starting materials: [N+](=O)([O-])C1=CC=C(C=C1)CN1N=CN=C1 (1-(4-nitrophenyl)methyl-1,2,4-triazole), 188, Cl (HCl). Reagents/catalysts: [Pd] (Pd/C). The solvent is C(C)(=O)OCC (ethyl acetate), C(C)O (ethanol), O (water). Product: Cl.NC1=CC=C(C=C1)CN1N=CN=C1 (1-(4-Aminophenyl)methyl-1,2,4-triazole. Hydrochloride). Yield: 100.0%. RXN SMILES: [N+:1]([C:4]1[CH:9]=[CH:8][C:7]([CH2:10][N:11]2[CH:15]=[N:14][CH:13]=[N:12]2)=[CH:6][CH:5]=1)([O-])=O.[ClH:16]>C(O)C.C(OCC)(=O)C.O.[Pd]>[ClH:16].[NH2:1][C:4]1[CH:9]=[CH:8][C:7]([CH2:10][N:11]2[CH:15]=[N:14][CH:13]=[N:12]2)=[CH:6][CH:5]=1 |f:6.7|. Procedure details: A solution of 1-(4-nitrophenyl)methyl-1,2,4-triazole (10.0 g, 49 mmol) in ethanol (50 ml), ethyl acetate (50 ml), 5N HCl (10 ml) and water (10 ml) was hydrogenated over 10% Pd/C (1.0 g) at 40 p.s.i., in a Parr apparatus, until an uptake of 188 p.s.i., had been observed (approx 10 mins). The catalyst was removed by filtration through hyflo and the solvent removed under vacuum. The residue was azeotroped with ethanol (×2) to give the titleamine hydrochloride (10.6 g, 100%). δ (360 MHz, D2O) 5.53 (...